Dataset: the Open Reaction Database (ORD), a public repository of structured organic reaction records. Task: describe an organic reaction: reactants, conditions, products, and yield The reactants are COC1=C(C=C(C=C1)N1CCN(CC1)CCC1=CC=CC=C1)C (1-(4-methoxy-3-methylphenyl)-4-phenethylpiperazine), FC1=C(C=C(C(=C1)OC)F)N1CCN(CC1)CCC1=CC=CC=C1 (1-(2,5-difluoro-4-methoxyphenyl)-4-phenethylpiperazine). The product is FC1=C(C=C(C(=C1)N1CCN(CC1)CCC1=CC=CC=C1)F)O (2,5-difluoro-4-(4-phenethylpiperazin-1-yl)phenol). The yield is 85.9%. Reaction SMILES: COC1C=CC(N2CCN(CCC3C=CC=CC=3)CC2)=CC=1C.[F:24][C:25]1[CH:30]=[C:29]([O:31]C)[C:28]([F:33])=[CH:27][C:26]=1[N:34]1[CH2:39][CH2:38][N:37]([CH2:40][CH2:41][C:42]2[CH:47]=[CH:46][CH:45]=[CH:44][CH:43]=2)[CH2:36][CH2:35]1>>[F:33][C:28]1[CH:27]=[C:26]([N:34]2[CH2:39][CH2:38][N:37]([CH2:40][CH2:41][C:42]3[CH:47]=[CH:46][CH:45]=[CH:44][CH:43]=3)[CH2:36][CH2:35]2)[C:25]([F:24])=[CH:30][C:29]=1[OH:31]. Reported procedure: Production Example 10 was repeated except that 1-(4-methoxy-3-methylphenyl)-4-phenethylpiperazine was replaced with 1-(2,5-difluoro-4-methoxyphenyl)-4-phenethylpiperazine (571 mg). The resulting crude product was purified on TLC (developer, chloroform: methanol=15:1) to provide 2,5-difluoro-4-(4-phenethylpiperazin-1-yl)phenol (470 mg). The reactants are CC(=O)Nc1c(C(=O)O)cc2ccccc2c1[N+](=O)[O-], Cl. Yields the product Nc1c(C(=O)O)cc2ccccc2c1[N+](=O)[O-]. RXN SMILES: [C:1](=[O:2])([CH3:3])[NH:4][c:5]1[c:6]([C:18](=[O:19])[OH:20])[cH:7][c:8]2[cH:9][cH:10][cH:11][cH:12][c:13]2[c:14]1[N+:15](=[O:16])[O-:17].[ClH:21]>>[NH2:4][c:5]1[c:6]([C:18](=[O:19])[OH:20])[cH:7][c:8]2[cH:9][cH:10][cH:11][cH:12][c:13]2[c:14]1[N+:15](=[O:16])[O-:17]. Reactants: O (water), [OH-].[Na+] (NaOH), C1=CC=CC=2NC(CC=3N(C21)C=CC3)=O (6,7-dihydro-5H-pyrrolo[1,2-a][1,5]benzodiazepin-6-one), solution, B#B.CSC (diborane dimethylsulfide). Run in O1CCCC1 (tetrahydrofuran), O1CCCC1 (tetrahydrofuran). Product: C1=CC=CC=2NCCC=3N(C21)C=CC3 (6,7-Dihydro-5H-pyrrolo[1,2-a][1,5]benzodiazepine). The yield is 99.9%. Reaction SMILES: [CH:1]1[C:11]2[N:10]3[CH:12]=[CH:13][CH:14]=[C:9]3[CH2:8][C:7](=O)[NH:6][C:5]=2[CH:4]=[CH:3][CH:2]=1.B#B.CSC.O.[OH-].[Na+]>O1CCCC1>[CH:1]1[C:11]2[N:10]3[CH:12]=[CH:13][CH:14]=[C:9]3[CH2:8][CH2:7][NH:6][C:5]=2[CH:4]=[CH:3][CH:2]=1 |f:1.2,4.5|. Reported procedure: To a solution of 0.070 g of 6,7-dihydro-5H-pyrrolo[1,2-a][1,5]benzodiazepin-6-one in 2 ml of tetrahydrofuran is added 0.45 ml of a 2.0M solution of diborane-dimethylsulfide in tetrahydrofuran. The mixture is refluxed for 3 hours, poured into water and make basic with 2N NaOH. The tetrahydrofuran is removed under vacuum and the residual aqueous mixture extracted with diethyl ether. The extract is washed with brine, dried (Na2SO4) and the solvent removed to give 0.065 g of a colorless oil; one spo... The reactants are C=1(C(C(=O)O)=CC=CC1)C=1C(C(=O)O)=CC=CC1 (diphenic acid), [H-].[Al+3].[Li+].[H-].[H-].[H-] (Lithium aluminum hydride). The solvent is C1CCOC1 (THF), C1CCOC1 (THF). Run at time 8 hour. Yields the product OCC1=C(C=CC=C1)C1=C(C=CC=C1)CO (2,2'-Bis(hydroxymethyl)-1,1'-biphenyl). Isolated yield 81.0%. As a reaction SMILES: [H-].[Al+3].[Li+].[H-].[H-].[H-].[C:7]1([C:16]2[C:17](=[CH:21][CH:22]=[CH:23][CH:24]=2)[C:18](O)=[O:19])[C:8](=[CH:12][CH:13]=[CH:14][CH:15]=1)[C:9](O)=[O:10]>C1COCC1>[OH:10][CH2:9][C:8]1[CH:12]=[CH:13][CH:14]=[CH:15][C:7]=1[C:16]1[CH:24]=[CH:23][CH:22]=[CH:21][C:17]=1[CH2:18][OH:19] |f:0.1.2.3.4.5|. Reported procedure: Lithium aluminum hydride (12.60 grams, 0.332 mol) and THF (175 ml) were placed in a dry 500 ml three-necked round-bottomed flask fitted with a condenser, addition funnel, nitrogen inlet, and magnetic stirrer. The mixture was cooled with an ice bath and diphenic acid (40.00 grams, 0.165 mol) in THF (100 ml) was added dropwise to the stirring mixture. After the addition was complete, the flask was removed from the ice bath and allowed to warm to room temperature. The reaction mixture was heated at... The reactants are COC=1C(=C2C(=CC=NC2=C(C1)NCCCN1C(C=2C(C1=O)=CC=CC2)=O)C)OC2=CC(=CC=C2)C(F)(F)F (6-Methoxy-8-(3-phthalimidopropylamino)-4-methyl-5-(3-trifluoromethylphenyloxy) quinoline). The solvent is NN (hydrazine), C(C)O (ethanol), [OH-].[K+] (KOH). Product: COC=1C(=C2C(=CC=NC2=C(C1)NCCCN)C)OC1=CC(=CC=C1)C(F)(F)F (6-methoxy-8-[(3-aminopropyl)amino]-4-methyl-5-(3-trifluoromethylphenyloxy)quinoline). The yield is 80.0%. As a reaction SMILES: [CH3:1][O:2][C:3]1[C:4]([O:29][C:30]2[CH:35]=[CH:34][CH:33]=[C:32]([C:36]([F:39])([F:38])[F:37])[CH:31]=2)=[C:5]2[C:10](=[C:11]([NH:13][CH2:14][CH2:15][CH2:16][N:17]3C(=O)C4=CC=CC=C4C3=O)[CH:12]=1)[N:9]=[CH:8][CH:7]=[C:6]2[CH3:28]>NN.C(O)C.[OH-].[K+]>[CH3:1][O:2][C:3]1[C:4]([O:29][C:30]2[CH:35]=[CH:34][CH:33]=[C:32]([C:36]([F:37])([F:39])[F:38])[CH:31]=2)=[C:5]2[C:10](=[C:11]([NH:13][CH2:14][CH2:15][CH2:16][NH2:17])[CH:12]=1)[N:9]=[CH:8][CH:7]=[C:6]2[CH3:28] |f:3.4|. Procedure: A solution of the above phthalimide 10 in 100 mL of 65% hydrazine and 100 mL of ethanol was refluxed under argon for 3 hours. After cooling to room temperature, the solution was diluted with 10% aqueous KOH solution and extracted with dichloromethane three times. The combined extract was washed with brine, dried (K2CO3), concentrated, and column chromatographed on silica gel using dichloromethane and methanol as eluants to give 1.86 g (80% yield) of 6-methoxy-8-[(3-aminopropyl)amino]-4-methyl-5-...